From a dataset of the Open Reaction Database (ORD), a public repository of structured organic reaction records. describe an organic reaction: reactants, conditions, products, and yield RXN SMILES: C([O:8][C:9]1[C:14](=[O:15])[N:13]=[C:12]([CH2:16][C:17]2([C:22]3[CH:27]=[CH:26][CH:25]=[CH:24][N:23]=3)[CH2:21][CH2:20][CH2:19][CH2:18]2)[N:11]2[CH2:28][CH2:29][N:30]([CH3:33])[C:31](=[O:32])[C:10]=12)C1C=CC=CC=1.[H][H].CO>C(O)C.ClCCl.[Pd]>[OH:8][C:9]1[C:14](=[O:15])[N:13]=[C:12]([CH2:16][C:17]2([C:22]3[CH:27]=[CH:26][CH:25]=[CH:24][N:23]=3)[CH2:18][CH2:19][CH2:20][CH2:21]2)[N:11]2[CH2:28][CH2:29][N:30]([CH3:33])[C:31](=[O:32])[C:10]=12. Procedure details: To a stirred solution of 9-benzyloxy-2-methyl-6-(1-pyridin-2-yl-cyclopentylmethyl)-3,4-dihydro-2H-pyrazino[1,2-c]pyrimidine-1,8-dione (444) (60 mg, 0.135 mmol) in ethanol (5 mL), Pd—C (10%, w/w; 10 mg) was added and the reaction mixture was allowed to stir for 1 h in a hydrogen atmosphere at balloon pressure, while silica thin layer chromatography was performed (10% methanol in dichloromethane, Rf=0.3). After completion of the reaction, the reaction mixture was filtered through a celite bed and ... Solvent: C(C)O (ethanol), ClCCl (dichloromethane). Isolated yield 64.8%. Starting materials: C(C1=CC=CC=C1)OC1=C2N(C(=NC1=O)CC1(CCCC1)C1=NC=CC=C1)CCN(C2=O)C (9-benzyloxy-2-methyl-6-(1-pyridin-2-yl-cyclopentylmethyl)-3,4-dihydro-2H-pyrazino[1,2-c]pyrimidine-1,8-dione), [H][H] (hydrogen), CO (methanol). The reagents and catalysts are [Pd] (Pd—C). Product: OC1=C2N(C(=NC1=O)CC1(CCCC1)C1=NC=CC=C1)CCN(C2=O)C (9-hydroxy-2-methyl-6-(1-pyridin-2-yl-cyclopentylmethyl)-3,4-dihydro-2H-pyrazino[1,2-c]pyrimidine-1,8-dione). The reactants are N(=[N+]=[N-])C1=C(C(=NC=N1)OCCO)C1=CC=C(C=C1)C (2-{6-azido-5-(4-methylphenyl)pyrimidin-4-yloxy}-ethanol). Reagents/catalysts: [C].[Pd] (palladium-carbon). Solvent: C(C)O (ethanol). Yields the product NC1=C(C(=NC=N1)OCCO)C1=CC=C(C=C1)C (2-{6-amino-5-(4-methylphenyl)pyrimidin-4-yloxy}ethanol). Isolated yield 89.7%. As a reaction SMILES: [N:1]([C:4]1[N:9]=[CH:8][N:7]=[C:6]([O:10][CH2:11][CH2:12][OH:13])[C:5]=1[C:14]1[CH:19]=[CH:18][C:17]([CH3:20])=[CH:16][CH:15]=1)=[N+]=[N-]>[C].[Pd].C(O)C>[NH2:1][C:4]1[N:9]=[CH:8][N:7]=[C:6]([O:10][CH2:11][CH2:12][OH:13])[C:5]=1[C:14]1[CH:19]=[CH:18][C:17]([CH3:20])=[CH:16][CH:15]=1 |f:1.2|. Procedure: A mixture of 2-{6-azido-5-(4-methylphenyl)pyrimidin-4-yloxy}-ethanol (19.6 g), 10% palladium-carbon (50% moist) (4.0 g) and ethanol (240 ml) is subjected to catalytic hydrogenation at room temperature under hydrogen atmosphere (1 atm) for one hour. The catalyst is removed by filtration, and the filtrate is concentrated under reduced pressure. The residue is recrystallized from ethyl acetate/n-hexane to give 2-{6-amino-5-(4-methylphenyl)pyrimidin-4-yloxy}ethanol (15.9 g). Reactants: COC([C@@H](N)CC1=CC=C(C=C1)NC(=O)C1=C(C=CC=C1Cl)Cl)=O (4-[[(2,6-Dichlorophenyl)carbonyl]amino]-L-phenylalanine methyl ester), N1CC(OCC1)CCC1(CCCC1)C(=O)O (1-[(2-morpholinyl)ethyl]cyclopentane carboxylic acid). Product: COC([C@@H](NC(=O)C1(CCCC1)CCC1CNCCO1)CC1=CC=C(C=C1)NC(=O)C1=C(C=CC=C1Cl)Cl)=O (4-[[(2,6-Dichlorophenyl)carbonyl]amino]-N-[[1-[(2-morpholinyl)ethyl]cyclopentyl]carbonyl]-L-phenylalanine methyl ester). Yield: 62.0%. Reaction SMILES: [CH3:1][O:2][C:3](=[O:24])[C@H:4]([CH2:6][C:7]1[CH:12]=[CH:11][C:10]([NH:13][C:14]([C:16]2[C:21]([Cl:22])=[CH:20][CH:19]=[CH:18][C:17]=2[Cl:23])=[O:15])=[CH:9][CH:8]=1)[NH2:5].[NH:25]1[CH2:30][CH2:29][O:28][CH:27]([CH2:31][CH2:32][C:33]2([C:38](O)=[O:39])[CH2:37][CH2:36][CH2:35][CH2:34]2)[CH2:26]1>>[CH3:1][O:2][C:3](=[O:24])[C@H:4]([CH2:6][C:7]1[CH:8]=[CH:9][C:10]([NH:13][C:14]([C:16]2[C:21]([Cl:22])=[CH:20][CH:19]=[CH:18][C:17]=2[Cl:23])=[O:15])=[CH:11][CH:12]=1)[NH:5][C:38]([C:33]1([CH2:32][CH2:31][CH:27]2[O:28][CH2:29][CH2:30][NH:25][CH2:26]2)[CH2:34][CH2:35][CH2:36][CH2:37]1)=[O:39]. Reported procedure: 4-[[(2,6-Dichlorophenyl)carbonyl]amino]-N-[[1-[(2-morpholinyl)ethyl]cyclopentyl]carbonyl]-L-phenylalanine methyl ester was prepared from 4-[[(2,6-Dichlorophenyl)carbonyl]amino]-L-phenylalanine methyl ester and 1-[(2-morpholinyl)ethyl]cyclopentane carboxylic acid using the general coupling procedure described in example 46 to provide a 62% yield. HRMS (C29H35Cl2N3O5): Obs. mass, 576.2531. Calcd. mass, 576.2582, (M+H). The reactants are S1C2=C(C=C1C1=NC3=CC=C(C=C3N=C1N1CCCCC1)C(=O)OC)C=CC=C2 (methyl 2-(benzo[b]thiophen-2-yl)-3-(piperidin-1-yl)quinoxaline-6-carboxylate), [OH-].[Na+] (sodium hydroxide), O (water). Run in CO (MeOH). Reaction conditions: time 8 hour. The product is S1C2=C(C=C1C1=NC3=CC=C(C=C3N=C1N1CCCCC1)C(=O)O)C=CC=C2 (2-(benzo[b]thiophen-2-yl)-3-(piperidin-1-yl)quinoxaline-6-carboxylic acid). Isolated yield 90.6%. As a reaction SMILES: [S:1]1[C:5]([C:6]2[C:15]([N:16]3[CH2:21][CH2:20][CH2:19][CH2:18][CH2:17]3)=[N:14][C:13]3[C:8](=[CH:9][CH:10]=[C:11]([C:22]([O:24]C)=[O:23])[CH:12]=3)[N:7]=2)=[CH:4][C:3]2[CH:26]=[CH:27][CH:28]=[CH:29][C:2]1=2.[OH-].[Na+].O>CO>[S:1]1[C:5]([C:6]2[C:15]([N:16]3[CH2:21][CH2:20][CH2:19][CH2:18][CH2:17]3)=[N:14][C:13]3[C:8](=[CH:9][CH:10]=[C:11]([C:22]([OH:24])=[O:23])[CH:12]=3)[N:7]=2)=[CH:4][C:3]2[CH:26]=[CH:27][CH:28]=[CH:29][C:2]1=2 |f:1.2|. Procedure: To a solution of methyl 2-(benzo[b]thiophen-2-yl)-3-(piperidin-1-yl)quinoxaline-6-carboxylate (70 mg, 0.17 mmol) in MeOH (20 mL) was added sodium hydroxide (28 mg, 0.69 mmol) and water (1 mL). The resulting solution was stirred overnight at room temperature and concentrated in vacuo. The residue was dissolved in water (10 mL) and adjusted to pH 4 with HCl (1N). The solids were collected by filtration to afford 2-(benzo[b]thiophen-2-yl)-3-(piperidin-1-yl)quinoxaline-6-carboxylic acid as a yellow ...